From a dataset of the Open Reaction Database (ORD), a public repository of structured organic reaction records. describe an organic reaction: reactants, conditions, products, and yield Starting materials: C(#N)[BH3-].[Na+] (sodium cyanoborohydride), C=O (formalin), ClC1=CC2=CN(N=C2C(=C1)C(C)OCC1(CCN(CC1)C(=O)OC(C)(C)C)C1=CC=C(C=C1)F)C1CC1 ((±)-tert-Butyl 4-((1-(5-chloro-2-cyclopropyl-2H-indazol-7-yl)ethoxy)methyl)-4-(4-fluorophenyl)piperidine-1-carboxylate). The reagents and catalysts are C(C)(=O)O (acetic acid). Solvent: FC(C(=O)O)(F)F (trifluoroacetic acid). Run at time 1 hour. Yields the product ClC1=CC2=CN(N=C2C(=C1)C(C)OCC1(CCN(CC1)C)C1=CC=C(C=C1)F)C1CC1 ((±)-5-Chloro-2-cyclopropyl-7-(1-((4-(4-fluorophenyl)-1-methylpiperidin-4-yl)methoxy)ethyl)-2H-indazole). As a reaction SMILES: [Cl:1][C:2]1[CH:10]=[C:9]([CH:11]([O:13][CH2:14][C:15]2([C:28]3[CH:33]=[CH:32][C:31]([F:34])=[CH:30][CH:29]=3)[CH2:20][CH2:19][N:18]([C:21](OC(C)(C)C)=O)[CH2:17][CH2:16]2)[CH3:12])[C:8]2[C:4](=[CH:5][N:6]([CH:35]3[CH2:37][CH2:36]3)[N:7]=2)[CH:3]=1.C([BH3-])#N.[Na+].C=O>FC(F)(F)C(O)=O.C(O)(=O)C>[Cl:1][C:2]1[CH:10]=[C:9]([CH:11]([O:13][CH2:14][C:15]2([C:28]3[CH:33]=[CH:32][C:31]([F:34])=[CH:30][CH:29]=3)[CH2:16][CH2:17][N:18]([CH3:21])[CH2:19][CH2:20]2)[CH3:12])[C:8]2[C:4](=[CH:5][N:6]([CH:35]3[CH2:37][CH2:36]3)[N:7]=2)[CH:3]=1 |f:1.2|. Reported procedure: (±)-tert-Butyl 4-((1-(5-chloro-2-cyclopropyl-2H-indazol-7-yl)ethoxy)methyl)-4-(4-fluorophenyl)piperidine-1-carboxylate (65 mg, 0.12 mmol) was dissolved in trifluoroacetic acid (50% in dichloromethane, 2 mL) and stirred at room temperature for 1 h. The reaction was concentrated, loaded onto a strong cation exchange cartridge in methanol, and flushed with several volumes of methanol which were discarded. The crude secondary amine was eluted in 2 M ammonia in methanol and concentrated. The resultin... Starting materials: O1CC(CC1)CC(=O)O (2-(tetrahydrofuran-3-yl)acetic acid), S(O)(O)(=O)=O (sulfuric acid), CO (methanol). Solvent: CCOCC (ether). Run at time 3 hour. Product: O1CC(CC1)CC(=O)OC (Methyl 2-(tetrahydrofuran-3-yl)acetate). Isolated yield 68.0%. RXN SMILES: [O:1]1[CH2:5][CH2:4][CH:3]([CH2:6][C:7]([OH:9])=[O:8])[CH2:2]1.S(=O)(=O)(O)O.[CH3:15]O>CCOCC>[O:1]1[CH2:5][CH2:4][CH:3]([CH2:6][C:7]([O:9][CH3:15])=[O:8])[CH2:2]1. Procedure details: A mixture of 2-(tetrahydrofuran-3-yl)acetic acid (2.00 g, 15.4 mmol, 1.00 equiv) and sulfuric acid (2 mL) in methanol (20 mL) was stiffed for 3 h at 80° C. in an oil bath. After cooling to ambient temperature, the mixture was diluted with 50 mL of ether and washed with 2×20 mL of water, 2×20 mL of sodium bicarbonate (aq., sat. Note: gas evolution), and 2×20 mL of brine. The organic phase was then dried over anhydrous sodium sulfate and concentrated in vacuo to yield 1.50 g (68%) of the title com... Reactants: CC=1OC2=C(N1)C=C(C=C2Br)Br (2-methyl-5,7-dibromo-benzoxazole), COS(=O)(=O)OC (dimethyl-sulfate). The product is COS(=O)(=O)O.CC1OC2=C(N1C)C=C(C=C2Br)Br (2,3-dimethyl-5,7-dibromo-benzoxazole methyl-sulfate). RXN SMILES: [CH3:1][C:2]1[O:3][C:4]2[C:10]([Br:11])=[CH:9][C:8]([Br:12])=[CH:7][C:5]=2[N:6]=1.[CH3:13][O:14][S:15]([O:18]C)(=[O:17])=[O:16]>>[CH3:13][O:14][S:15]([OH:18])(=[O:17])=[O:16].[CH3:1][CH:2]1[N:6]([CH3:13])[C:5]2[CH:7]=[C:8]([Br:12])[CH:9]=[C:10]([Br:11])[C:4]=2[O:3]1 |f:2.3|. Reported procedure: A mixture of 2.9 g. of 2-methyl-5,7-dibromo-benzoxazole and 2.5 ml. of dimethyl-sulfate were heated at 150° C. for 5 minutes. By cooling, a solid cake was obtained. It was then ground in a mortar by washing repeatedly with ethyl ether. The product was employed without further purification for the dye synthesis. Reactants: CC(C)(C)c1ccc(C(=O)NCCc2cccc(OC(F)(F)F)c2)c(Cl)c1, C1CCOC1, Cl, [Na+], [OH-]. Yields the product CC(C)(C)c1ccc(CNCCc2cccc(OC(F)(F)F)c2)c(Cl)c1. RXN SMILES: [C:1]([CH3:2])([CH3:3])([CH3:4])[c:5]1[cH:6][c:7]([Cl:27])[c:8]([C:9](=[O:10])[NH:11][CH2:12][CH2:13][c:14]2[cH:15][c:16]([O:20][C:21]([F:22])([F:23])[F:24])[cH:17][cH:18][cH:19]2)[cH:25][cH:26]1.[CH2:31]1[O:32][CH2:33][CH2:34][CH2:35]1.[ClH:28].[Na+:30].[OH-:29]>>[C:1]([CH3:2])([CH3:3])([CH3:4])[c:5]1[cH:6][c:7]([Cl:27])[c:8]([CH2:9][NH:11][CH2:12][CH2:13][c:14]2[cH:15][c:16]([O:20][C:21]([F:22])([F:23])[F:24])[cH:17][cH:18][cH:19]2)[cH:25][cH:26]1. Reactants: BrCBr, C=CC(C)C1=CC(O[Si](C)(C)C(C)(C)C)CC1=O, CCCCCC, [Cl-], [Cl-], [Cl-], [Cl-], ClCCl, [Na+], C1CCOC1, O, O=C([O-])O, [Ti+4], [Zn]. The product is C=CC(C)C1=CC(O[Si](C)(C)C(C)(C)C)CC1=C. Reaction SMILES: [Br:1][CH2:2][Br:3].[C:4]([CH3:5])([CH3:6])([CH3:7])[Si:8]([CH3:9])([CH3:10])[O:11][CH:12]1[CH:13]=[C:14]([CH:18]([CH:19]=[CH2:20])[CH3:21])[C:15](=[O:17])[CH2:16]1.[CH3:22][CH2:23][CH2:24][CH2:25][CH2:26][CH3:27].[Cl-:43].[Cl-:44].[Cl-:45].[Cl-:46].[Cl:38][CH2:39][Cl:40].[Na+:28].[O:33]1[CH2:34][CH2:35][CH2:36][CH2:37]1.[OH2:41].[OH:29][C:30](=[O:31])[O-:32].[Ti+4:47].[Zn:42]>>[C:4]([CH3:5])([CH3:6])([CH3:7])[Si:8]([CH3:9])([CH3:10])[O:11][CH:12]1[CH:13]=[C:14]([CH:18]([CH:19]=[CH2:20])[CH3:21])[C:15](=[CH2:22])[CH2:16]1. The reactants are O(C1=CC=CC=C1)C(C(=O)OCC)CC1=CC=C(C=C1)OCCOC1OCCCC1 (ethyl 2-phenoxy-3-[4-[2-(tetrahydropyran-2-yloxy)ethoxy]phenyl]propionate), O.C1(=CC=C(C=C1)S(=O)(=O)O)C (p-toluenesulfonic acid monohydrate). The product is OCCOC1=CC=C(C=C1)CC(C(=O)OCC)OC1=CC=CC=C1 (Ethyl 3-[4-(2-hydroxyethoxy)phenyl]-2-phenoxypropionate). Isolated yield 90.8%. As a reaction SMILES: [O:1]([CH:8]([CH2:14][C:15]1[CH:20]=[CH:19][C:18]([O:21][CH2:22][CH2:23][O:24]C2CCCCO2)=[CH:17][CH:16]=1)[C:9]([O:11][CH2:12][CH3:13])=[O:10])[C:2]1[CH:7]=[CH:6][CH:5]=[CH:4][CH:3]=1.O.C1(C)C=CC(S(O)(=O)=O)=CC=1>>[OH:24][CH2:23][CH2:22][O:21][C:18]1[CH:17]=[CH:16][C:15]([CH2:14][CH:8]([O:1][C:2]2[CH:3]=[CH:4][CH:5]=[CH:6][CH:7]=2)[C:9]([O:11][CH2:12][CH3:13])=[O:10])=[CH:20][CH:19]=1 |f:1.2|. Procedure: In a similar manner to that described in Reference example 3(f), a reaction was carried out using ethyl 2-phenoxy-3-[4-[2-(tetrahydropyran-2-yloxy)ethoxy]phenyl]propionate (4.53 g), which is the product of Reference example 4(d), and p-toluenesulfonic acid monohydrate (2.70 g) and the reaction mixture was treated to afford the desired compound (3.28 g) as a syrup. The reactants are CCc1ccc(Br)cc1, [Cl-], COc1nc(Cl)ccc1C=O, [NH4+], C1CCOC1. Yields the product CCc1ccc(C(O)c2ccc(Cl)nc2OC)cc1. As a reaction SMILES: [CH2:1]([CH3:2])[c:3]1[cH:4][cH:5][c:6]([Br:9])[cH:7][cH:8]1.[Cl-:21].[Cl:10][c:11]1[cH:12][cH:13][c:14]([CH:19]=[O:20])[c:15]([O:17][CH3:18])[n:16]1.[NH4+:22].[O:23]1[CH2:24][CH2:25][CH2:26][CH2:27]1>>[CH2:1]([CH3:2])[c:3]1[cH:4][cH:5][c:6]([CH:19]([c:14]2[cH:13][cH:12][c:11]([Cl:10])[n:16][c:15]2[O:17][CH3:18])[OH:20])[cH:7][cH:8]1.